From a dataset of the Open Reaction Database (ORD), a public repository of structured organic reaction records. describe an organic reaction: reactants, conditions, products, and yield Reactants: OB(O)c1ccc(Br)cc1, O=C([O-])[O-], CCOC(=O)c1c(I)c(C#N)c(CC)n1C, ClCCl, CCO, Cl, [Cu], [Na+], [Na+], [Na+], O=C([O-])O, c1ccc(P(c2ccccc2)(c2ccccc2)[Pd](P(c2ccccc2)(c2ccccc2)c2ccccc2)(P(c2ccccc2)(c2ccccc2)c2ccccc2)P(c2ccccc2)(c2ccccc2)c2ccccc2)cc1. Product: CCOC(=O)c1c(-c2ccc(Br)cc2)c(C#N)c(CC)n1C. As a reaction SMILES: [Br:17][c:18]1[cH:19][cH:20][c:21]([B:24]([OH:25])[OH:26])[cH:22][cH:23]1.[C:27](=[O:28])([O-:29])[O-:30].[CH2:1]([CH3:2])[O:3][C:4](=[O:5])[c:6]1[n:7]([CH3:16])[c:8]([CH2:14][CH3:15])[c:9]([C:12]#[N:13])[c:10]1[I:11].[CH2:39]([Cl:40])[Cl:41].[CH3:120][CH2:121][OH:122].[ClH:33].[Cu:119].[Na+:31].[Na+:32].[Na+:38].[O-:34][C:35]([OH:36])=[O:37].[cH:42]1[cH:43][cH:44][c:45]([P:46]([Pd:47]([P:48]([c:49]2[cH:50][cH:51][cH:52][cH:53][cH:54]2)([c:55]2[cH:56][cH:57][cH:58][cH:59][cH:60]2)[c:61]2[cH:62][cH:63][cH:64][cH:65][cH:66]2)([P:67]([c:68]2[cH:69][cH:70][cH:71][cH:72][cH:73]2)([c:74]2[cH:75][cH:76][cH:77][cH:78][cH:79]2)[c:80]2[cH:81][cH:82][cH:83][cH:84][cH:85]2)[P:86]([c:87]2[cH:88][cH:89][cH:90][cH:91][cH:92]2)([c:93]2[cH:94][cH:95][cH:96][cH:97][cH:98]2)[c:99]2[cH:100][cH:101][cH:102][cH:103][cH:104]2)([c:105]2[cH:106][cH:107][cH:108][cH:109][cH:110]2)[c:111]2[cH:112][cH:113][cH:114][cH:115][cH:116]2)[cH:117][cH:118]1>>[CH2:1]([CH3:2])[O:3][C:4](=[O:5])[c:6]1[n:7]([CH3:16])[c:8]([CH2:14][CH3:15])[c:9]([C:12]#[N:13])[c:10]1-[c:21]1[cH:20][cH:19][c:18]([Br:17])[cH:23][cH:22]1. Starting materials: FC(C1=CC=C(C=C1)C(=O)C(O)C1=CC=C(C=C1)C(F)(F)F)(F)F (4,4'-di(trifluoromethyl)benzoin), NC(=S)N (thiourea), O (water). The solvent is CN(C=O)C (dimethylformamide). The product is FC(C1=CC=C(C=C1)C=1NC(NC1C1=CC=C(C=C1)C(F)(F)F)=S)(F)F (4,5-bis-(4-trifluoromethylphenyl)-1H-imidazole-2-thione). Reaction SMILES: [F:1][C:2]([F:24])([F:23])[C:3]1[CH:8]=[CH:7][C:6]([C:9]([CH:11]([C:13]2[CH:18]=[CH:17][C:16]([C:19]([F:22])([F:21])[F:20])=[CH:15][CH:14]=2)O)=O)=[CH:5][CH:4]=1.[NH2:25][C:26]([NH2:28])=[S:27].O>CN(C)C=O>[F:1][C:2]([F:24])([F:23])[C:3]1[CH:8]=[CH:7][C:6]([C:9]2[NH:25][C:26](=[S:27])[NH:28][C:11]=2[C:13]2[CH:18]=[CH:17][C:16]([C:19]([F:22])([F:21])[F:20])=[CH:15][CH:14]=2)=[CH:5][CH:4]=1. Reported procedure: A mixture of 4,4'-di(trifluoromethyl)benzoin (50 g, 0.15 mol) and thiourea (15.2 g, 0.2 mol) in dimethylformamide (350 ml) was refluxed under argon for three hours. The cooled solution was poured into 1 liter of water and the resulting solid was collected, washed with water, air-dried and recrystallized from ethanol to give 4,5-bis-(4-trifluoromethylphenyl)-1H-imidazole-2-thione, m.p. 312°-315°. Starting materials: Br, COc1ccc(C2Sc3cc(Cl)ccc3NC(=O)C2O)cc1, CCCN(C)CCCl, Cl. Yields the product Br, CCCN(C)CCN1C(=O)C(O)C(c2ccc(OC)cc2)Sc2cc(Cl)ccc21. RXN SMILES: [BrH:32].[CH3:1][O:2][c:3]1[cH:4][cH:5][c:6]([CH:9]2[S:10][c:11]3[c:12]([cH:18][cH:19][c:20]([Cl:22])[cH:21]3)[NH:13][C:14](=[O:17])[CH:15]2[OH:16])[cH:7][cH:8]1.[CH3:24][N:25]([CH2:26][CH2:27][CH3:28])[CH2:29][CH2:30][Cl:31].[ClH:23]>>[BrH:32].[CH3:1][O:2][c:3]1[cH:4][cH:5][c:6]([CH:9]2[S:10][c:11]3[c:12]([cH:18][cH:19][c:20]([Cl:22])[cH:21]3)[N:13]([CH2:30][CH2:29][N:25]([CH3:24])[CH2:26][CH2:27][CH3:28])[C:14](=[O:17])[CH:15]2[OH:16])[cH:7][cH:8]1. The reactants are OC1=CC=C2C(C(CSC2=C1)(C)C1=CC=C(C=C1)O)CCCCCCCCC(C(=O)O)CCC(C(C(C(F)(F)F)(F)F)(F)F)(F)F (10-[(3RS,4RS)-7-hydroxy-3-(4-hydroxyphenyl)-3-methylthiochroman-4-yl]-2-(3,3,4,4,5,5,6,6,6-nonafluorohexyl)decanoic acid), FC(CCC(C(=O)OCC)CCCCCCC=C)(C(C(C(F)(F)F)(F)F)(F)F)F (ethyl 2-(3,3,4,4,5,5,6,6,6-nonafluorohexyl)-9-decenoate). The product is OC1=CC=C2C(C(CSC2=C1)(C)C1=CC=C(C=C1)O)CCCCCCCCCC(C(=O)O)CCC(C(C(C(F)(F)F)(F)F)(F)F)(F)F (11-[(3RS,4RS)-7-hydroxy-3-(4-hydroxyphenyl)-3-methylthiochroman-4-yl]-2-(3,3,4,4,5,5,6,6,6-nonafluorohexyl)undecanoic acid). RXN SMILES: [OH:1][C:2]1[CH:11]=[C:10]2[C:5]([CH:6]([CH2:20]CCCCCCCC(CCC(F)(F)C(F)(F)C(F)(F)C(F)(F)F)C(O)=O)[C:7]([C:13]3[CH:18]=[CH:17][C:16]([OH:19])=[CH:15][CH:14]=3)([CH3:12])[CH2:8][S:9]2)=[CH:4][CH:3]=1.[F:47][C:48]([F:75])([C:65]([F:74])([F:73])[C:66]([F:72])([F:71])[C:67]([F:70])([F:69])[F:68])[CH2:49][CH2:50][CH:51]([CH2:57][CH2:58][CH2:59][CH2:60][CH2:61][CH2:62][CH:63]=[CH2:64])[C:52]([O:54]CC)=[O:53]>>[OH:1][C:2]1[CH:11]=[C:10]2[C:5]([CH:6]([CH2:20][CH2:64][CH2:63][CH2:62][CH2:61][CH2:60][CH2:59][CH2:58][CH2:57][CH:51]([CH2:50][CH2:49][C:48]([F:47])([F:75])[C:65]([F:73])([F:74])[C:66]([F:71])([F:72])[C:67]([F:68])([F:69])[F:70])[C:52]([OH:54])=[O:53])[C:7]([C:13]3[CH:18]=[CH:17][C:16]([OH:19])=[CH:15][CH:14]=3)([CH3:12])[CH2:8][S:9]2)=[CH:4][CH:3]=1. Procedure: Starting with the allyl compound prepared in Example 8 and the ethyl 2-(3,3,4,4,5,5,6,6,6-nonafluorohexyl)-9-decenoate prepared in Example 6, a procedure analogous to that as shown in Example 8 was repeated to give 11-[(3RS,4RS)-7-hydroxy-3-(4-hydroxyphenyl)-3-methylthiochroman-4-yl]-2-(3,3,4,4,5,5,6,6,6-nonafluorohexyl)undecanoic acid. Reactants: N (ammonia), [C@@H]1([C@H](O)[C@H](O)[C@@H](CO)O1)N1C=NC=2C(=O)NC(N)=NC12 (Guanosine), C[Si](C)(C)Cl (trimethylsilyl chloride), FC1=CC=C(C=C1)CC(=O)Cl (4-fluorophenylacetyl chloride). Solvent: O (water), N1=CC=CC=C1 (pyridine), N1=CC=CC=C1 (pyridine). Run at time 1 hour. Yields the product N#N.FC1=CC=C(C=C1)CC(=O)[C@@]1([C@H](O)[C@H](O)[C@@H](CO)O1)N1C=NC=2C(=O)NC(N)=NC12 (N2 (4-fluorophenylacetyl)-guanosine). As a reaction SMILES: [C@@H:1]1([N:10]2[C:20]3[N:19]=[C:17]([NH2:18])[NH:16][C:14](=[O:15])[C:13]=3[N:12]=[CH:11]2)[O:9][C@H:6]([CH2:7][OH:8])[C@@H:4]([OH:5])[C@H:2]1[OH:3].C[Si](Cl)(C)C.[F:26][C:27]1[CH:32]=[CH:31][C:30]([CH2:33][C:34](Cl)=[O:35])=[CH:29][CH:28]=1.[NH3:37]>N1C=CC=CC=1.O>[N:37]#[N:10].[F:26][C:27]1[CH:32]=[CH:31][C:30]([CH2:33][C:34]([C@@:1]2([N:10]3[C:20]4[N:19]=[C:17]([NH2:18])[NH:16][C:14](=[O:15])[C:13]=4[N:12]=[CH:11]3)[O:9][C@H:6]([CH2:7][OH:8])[C@@H:4]([OH:5])[C@H:2]2[OH:3])=[O:35])=[CH:29][CH:28]=1 |f:6.7|. Procedure: Guanosine 5 (7.08 g, 25 mmoles) was dried three times by coevaporation with dried pyridine and suspended in 140 ml of dry pyridine. To this was added trimethylsilyl chloride (24 ml, 180 mmoles) at room temperature. After the solution was stirred for 1 hour at room temperature, 4-fluorophenylacetyl chloride (13.9 g, 80 mmoles) was added dropwise and the solution stirred for 15 hours. The reaction mixture was then cooled in an ice bath and 20 ml of cold water was added. After 30 minutes 20 ml of 2... Starting materials: BrC=1C=C(C=C(C1)C(F)(F)F)C1(CC(=NO1)C1=CC(=C(C=C1)CN1C(C=2C(C1=O)=CC=CC2)=O)Cl)C(F)(F)F (N-[[4-[5-[3-bromo-5-(trifluoromethyl)phenyl]-5-trifluoromethyl-4,5-dihydroisoxazole-3-yl]-2-chlorophenyl]methyl]phthalimide), O.NN (hydrazine monohydrate), resultant mixture. Run in C(C)O (ethanol). Yields the product NCC1=C(C=C(C=C1)C1=NOC(C1)(C(F)(F)F)C1=CC(=CC(=C1)C(F)(F)F)Br)Cl (3-(4-aminomethyl-3-chlorophenyl)-5-[3-bromo-5-(trifluoromethyl)phenyl]-5-trifluoromethyl-4,5-dihydroisoxazole). Reaction SMILES: [Br:1][C:2]1[CH:3]=[C:4]([C:12]2([C:36]([F:39])([F:38])[F:37])[O:16][N:15]=[C:14]([C:17]3[CH:22]=[CH:21][C:20]([CH2:23][N:24]4C(=O)C5=CC=CC=C5C4=O)=[C:19]([Cl:35])[CH:18]=3)[CH2:13]2)[CH:5]=[C:6]([C:8]([F:11])([F:10])[F:9])[CH:7]=1.O.NN>C(O)C>[NH2:24][CH2:23][C:20]1[CH:21]=[CH:22][C:17]([C:14]2[CH2:13][C:12]([C:4]3[CH:5]=[C:6]([C:8]([F:11])([F:10])[F:9])[CH:7]=[C:2]([Br:1])[CH:3]=3)([C:36]([F:37])([F:38])[F:39])[O:16][N:15]=2)=[CH:18][C:19]=1[Cl:35] |f:1.2|. Procedure: To a solution of 5.26 g of N-[[4-[5-[3-bromo-5-(trifluoromethyl)phenyl]-5-trifluoromethyl-4,5-dihydroisoxazole-3-yl]-2-chlorophenyl]methyl]phthalimide in 20 mL of ethanol, 0.73 g of a hydrazine monohydrate aqueous solution was added and the resultant mixture was stirred while heating the mixture to reflux for 1 hour. After the completion of the reaction, the reaction mixture was left to be cooled down to room temperature and from the reaction mixture, an insoluble substance was filtered off and ... Starting materials: [Br-], C1CCOC1, COc1ccc(F)cc1C=O, [Mg+]C#Cc1ccccc1. The product is COc1ccc(F)cc1C(O)C#Cc1ccccc1. Reaction SMILES: [Br-:12].[CH2:22]1[O:23][CH2:24][CH2:25][CH2:26]1.[F:1][c:2]1[cH:3][cH:4][c:5]([O:10][CH3:11])[c:6]([CH:7]=[O:8])[cH:9]1.[c:13]1([C:19]#[C:20][Mg+:21])[cH:14][cH:15][cH:16][cH:17][cH:18]1>>[F:1][c:2]1[cH:3][cH:4][c:5]([O:10][CH3:11])[c:6]([CH:7]([OH:8])[C:20]#[C:19][c:13]2[cH:14][cH:15][cH:16][cH:17][cH:18]2)[cH:9]1.